Dataset: the Open Reaction Database (ORD), a public repository of structured organic reaction records. Task: describe an organic reaction: reactants, conditions, products, and yield Starting materials: C(=O)(O)CCCC1=C(C=CC=C1)CCC(C)=O (4-[2-(3-carboxypropyl)phenyl]-2-butanone), CO (methanol). Product: C(=O)(OC)CCCC1=C(C=CC=C1)CCC(C)=O (4-[2-(3-Carbomethoxypropyl)phenyl]-2-butanone). Isolated yield 89.4%. As a reaction SMILES: [C:1]([CH2:4][CH2:5][CH2:6][C:7]1[CH:12]=[CH:11][CH:10]=[CH:9][C:8]=1[CH2:13][CH2:14][C:15](=[O:17])[CH3:16])([OH:3])=[O:2].[CH3:18]O>>[C:1]([CH2:4][CH2:5][CH2:6][C:7]1[CH:12]=[CH:11][CH:10]=[CH:9][C:8]=1[CH2:13][CH2:14][C:15](=[O:17])[CH3:16])([O:3][CH3:18])=[O:2]. Reported procedure: A solution of 117 g (0.5 mol) of 4-[2-(3-carboxypropyl)phenyl]-2-butanone, 9, in 200 ml of absolute methanol containing 2 equivalents (1.0 mol) of boron trifluoride methanol complex was refluxed for 16 hours. It was concentrated and the residue washed with H2O, then aqueous sodium bicarbonate solution. After drying, it was distilled to give 111 g of the keto ester 10, bp 132°-136° C/0.2 mm. Yield: 79.7%. Product: O(C1=CC=CC=C1)CCOCCC[Si](Cl)(Cl)Cl (3-(2-phenoxyethoxy)propyltrichlorosilane). The reagents and catalysts are [H+].[H+].Cl[Pt-2](Cl)(Cl)(Cl)(Cl)Cl (hexachloroplatinic acid). Reported procedure: Under a nitrogen atmosphere, 8 mg of hexachloroplatinic acid are added to 178 g (1.0 mol) of 2-allyloxyethyl phenyl ether, the preparation of which is described above under a), and the mixture is heated to 70° C. 169 g (1.25 mol) of trichlorosilane are added dropwise to the mixture over a period of 2 hours and the mixture is stirred for a further 2 hours at 70° C. The crude product is purified by distillation in vacuo, giving 250 g of 3-(2-phenoxyethoxy)propyltrichlorosilane having an acid numbe... Starting materials: C1(=CC=CC=C1)OCCOCC=C (2-allyloxyethyl phenyl ether), Cl[SiH](Cl)Cl (trichlorosilane). Conditions: temperature 70 celsius, time 2 hour. Reaction SMILES: [C:1]1([O:7][CH2:8][CH2:9][O:10][CH2:11][CH:12]=[CH2:13])[CH:6]=[CH:5][CH:4]=[CH:3][CH:2]=1.[Cl:14][SiH:15]([Cl:17])[Cl:16]>[H+].[H+].Cl[Pt-2](Cl)(Cl)(Cl)(Cl)Cl>[O:7]([CH2:8][CH2:9][O:10][CH2:11][CH2:12][CH2:13][Si:15]([Cl:17])([Cl:16])[Cl:14])[C:1]1[CH:6]=[CH:5][CH:4]=[CH:3][CH:2]=1 |f:2.3.4|. The reactants are C(C)(C)[N-]C(C)C.[Li+] (Lithium diisopropylamide), CC=1C=C(C=C(C1)C1=CN=CS1)NC1=NC=CC(=N1)C(F)(F)F (N-[3-methyl-5-(1,3-thiazol-5-yl)phenyl]-4-(trifluoromethyl)pyrimidin-2-amine), BrBr (bromine). Solvent: C1CCOC1 (THF). Conditions: time 30 minute. Product: BrC=1SC(=CN1)C=1C=C(C=C(C1)C)NC1=NC=CC(=N1)C(F)(F)F (N-[3-(2-bromo-1,3-thiazol-5-yl)-5-methylphenyl]-4-(trifluoromethyl)pyrimidin-2-amine). Yield: 66.6%. RXN SMILES: C([N-]C(C)C)(C)C.[Li+].[CH3:9][C:10]1[CH:11]=[C:12]([NH:21][C:22]2[N:27]=[C:26]([C:28]([F:31])([F:30])[F:29])[CH:25]=[CH:24][N:23]=2)[CH:13]=[C:14]([C:16]2[S:20][CH:19]=[N:18][CH:17]=2)[CH:15]=1.[Br:32]Br>C1COCC1>[Br:32][C:19]1[S:20][C:16]([C:14]2[CH:13]=[C:12]([NH:21][C:22]3[N:27]=[C:26]([C:28]([F:29])([F:31])[F:30])[CH:25]=[CH:24][N:23]=3)[CH:11]=[C:10]([CH3:9])[CH:15]=2)=[CH:17][N:18]=1 |f:0.1|. Procedure: Lithium diisopropylamide (1.8 M in THF/heptane/ethylbenzene, 11.4 mL, 20.5 mmol) was cooled to −70° C. Intermediate 4 (2.3 g, 6.8 mmol) in THF (23 mL) was added slowly over 15 minutes, keeping the temperature at −65° C. The reaction was allowed to stir for 30 minutes following the addition and then bromine (0.53 mL, 10.3 mmol) was added. The reaction was stirred for 30 minutes and then quenched with 20 mL of water and warmed to rt. The reaction was diluted with EtOAc (50 mL). The layers were sep... Reactants: CC(C)(Br)C(=O)c1ccc(Oc2ccc(C(=O)C(C)(C)N3CCOCC3)cc2)cc1, ClCCl, [Na+], [OH-], O. Yields the product CC(C)(O)C(=O)c1ccc(Oc2ccc(C(=O)C(C)(C)N3CCOCC3)cc2)cc1. RXN SMILES: [Br:3][C:4]([C:5](=[O:6])[c:7]1[cH:8][cH:9][c:10]([O:11][c:12]2[cH:13][cH:14][c:15]([C:18]([C:19]([CH3:20])([N:21]3[CH2:22][CH2:23][O:24][CH2:25][CH2:26]3)[CH3:27])=[O:28])[cH:16][cH:17]2)[cH:29][cH:30]1)([CH3:31])[CH3:32].[Cl:33][CH2:34][Cl:35].[Na+:2].[OH-:1].[OH2:36]>>[OH:1][C:4]([C:5](=[O:6])[c:7]1[cH:8][cH:9][c:10]([O:11][c:12]2[cH:13][cH:14][c:15]([C:18]([C:19]([CH3:20])([N:21]3[CH2:22][CH2:23][O:24][CH2:25][CH2:26]3)[CH3:27])=[O:28])[cH:16][cH:17]2)[cH:29][cH:30]1)([CH3:31])[CH3:32]. The reactants are O=C([O-])O, C1=COCCC1, CCCCOC(=O)CO, Cl, [Na+]. The product is CCCCOC(=O)COC1CCCCO1. Reaction SMILES: [C:17](=[O:18])([OH:19])[O-:20].[CH2:1]1[CH2:2][O:3][CH:4]=[CH:5][CH2:6]1.[CH2:7]([CH2:8][CH2:9][CH3:10])[O:11][C:12]([CH2:13][OH:14])=[O:15].[ClH:16].[Na+:21]>>[CH2:1]1[CH2:2][O:3][CH:4]([O:14][CH2:13][C:12]([O:11][CH2:7][CH2:8][CH2:9][CH3:10])=[O:15])[CH2:5][CH2:6]1. The solvent is CO (MeOH). The yield is 70.8%. Reported procedure: 10% wt Pd/C (50% wet) (2 g) was added to a stirred solution of 3-(methoxymethyl)-1-methyl-4-nitropyrazole (2.02 g) in MeOH (60 ml) and the mixture stirred under an atmosphere of hydrogen overnight. The reaction mixture was filtered through a plug of celite, and the cake washed with EtOAc (200 ml). The volatiles were removed under reduced pressure to give the crude product as a brown oil. Subsequent column chromatography (SiO2; 100% EtOAc) of the crude material gave 3-(methoxymethyl)-1-methylpyra... Conditions: time 8 hour. Reaction SMILES: [CH3:1][O:2][CH2:3][C:4]1[C:8]([N+:9]([O-])=O)=[CH:7][N:6]([CH3:12])[N:5]=1.CCOC(C)=O>CO.[Pd]>[CH3:1][O:2][CH2:3][C:4]1[C:8]([NH2:9])=[CH:7][N:6]([CH3:12])[N:5]=1. The reactants are CCOC(=O)C (EtOAc), COCC1=NN(C=C1[N+](=O)[O-])C (3-(methoxymethyl)-1-methyl-4-nitropyrazole). The product is crude material, COCC1=NN(C=C1N)C (3-(methoxymethyl)-1-methylpyrazol-4-amine). The reagents and catalysts are [Pd] (Pd/C). The product is O=C(CNC(=O)c1cccc(C(F)(F)F)c1)NC1CCN(C2CCC(O)(c3ccc(I)cc3)CC2)C1. Reactants: ClCCl, O=C(CNC(=O)c1cccc(C(F)(F)F)c1)NC1CCNC1, O=C1CCC(O)(c2ccc(I)cc2)CC1. RXN SMILES: [Cl:38][CH2:39][Cl:40].[NH:16]1[CH2:17][CH:18]([NH:21][C:22](=[O:23])[CH2:24][NH:25][C:26]([c:27]2[cH:28][c:29]([C:33]([F:34])([F:35])[F:36])[cH:30][cH:31][cH:32]2)=[O:37])[CH2:19][CH2:20]1.[OH:1][C:2]1([c:9]2[cH:10][cH:11][c:12]([I:15])[cH:13][cH:14]2)[CH2:3][CH2:4][C:5](=[O:8])[CH2:6][CH2:7]1>>[OH:1][C:2]1([c:9]2[cH:10][cH:11][c:12]([I:15])[cH:13][cH:14]2)[CH2:3][CH2:4][CH:5]([N:16]2[CH2:17][CH:18]([NH:21][C:22](=[O:23])[CH2:24][NH:25][C:26]([c:27]3[cH:28][c:29]([C:33]([F:34])([F:35])[F:36])[cH:30][cH:31][cH:32]3)=[O:37])[CH2:19][CH2:20]2)[CH2:6][CH2:7]1. Reactants: CC(=O)OCc1nc2cnc3cccnc3c2n1CC(C)(C)F, O=C([O-])[O-], ClCCl, [Na+], [Na+], O=C(OO)c1cccc(Cl)c1. Yields the product CC(=O)OCc1nc2c[n+]([O-])c3cccnc3c2n1CC(C)(C)F. RXN SMILES: [C:1]([CH3:2])(=[O:3])[O:4][CH2:5][c:6]1[n:7]([CH2:19][C:20]([CH3:21])([CH3:22])[F:23])[c:8]2[c:9]([cH:10][n:11][c:12]3[cH:13][cH:14][cH:15][n:16][c:17]23)[n:18]1.[C:35](=[O:36])([O-:37])[O-:38].[Cl:41][CH2:42][Cl:43].[Na+:39].[Na+:40].[OH:24][O:25][C:26]([c:27]1[cH:28][c:29]([Cl:30])[cH:31][cH:32][cH:33]1)=[O:34]>>[C:1]([CH3:2])(=[O:3])[O:4][CH2:5][c:6]1[n:7]([CH2:19][C:20]([CH3:21])([CH3:22])[F:23])[c:8]2[c:9]([cH:10][n+:11]([O-:24])[c:12]3[cH:13][cH:14][cH:15][n:16][c:17]23)[n:18]1.